This data is from the Open Reaction Database (ORD), a public repository of structured organic reaction records. The task is: describe an organic reaction: reactants, conditions, products, and yield Starting materials: ClCCC=1NC(=C(N1)C)C=1C=C(C(=O)N2CCC(CC2)C2=CC=C(C#N)C=C2)C=CC1C (4-(1-(3-(2-(2-chloroethyl)-4-methyl-1H-imidazol-5-yl)-4-methylbenzoyl)piperidin-4-yl)benzonitrile), ClCCC=1NC(=C(N1)C)C=1C=C(C(=O)N2CCC(CC2)C2=CC=C(C#N)C=C2)C=CC1C (4-(1-(3-(2-(2-chloroethyl)-4-methyl-1H-imidazol-5-yl)-4-methylbenzoyl)piperidin-4-yl)benzonitrile), CNC (Dimethylamine). The solvent is CCO (EtOH). Reaction conditions: temperature 100 celsius, time 8 hour. Yields the product CN(CCC=1NC(=C(N1)C)C=1C=C(C(=O)N2CCC(CC2)C2=CC=C(C#N)C=C2)C=CC1C)C (4-(1-(3-(2-(2-(Dimethylamino)ethyl)-4-methyl-1H-imidazol-5-yl)-4-methylbenzoyl)piperidin-4-yl)benzonitrile). Isolated yield 23.0%. Reaction SMILES: Cl[CH2:2][CH2:3][C:4]1[NH:5][C:6]([C:10]2[CH:11]=[C:12]([CH:29]=[CH:30][C:31]=2[CH3:32])[C:13]([N:15]2[CH2:20][CH2:19][CH:18]([C:21]3[CH:28]=[CH:27][C:24]([C:25]#[N:26])=[CH:23][CH:22]=3)[CH2:17][CH2:16]2)=[O:14])=[C:7]([CH3:9])[N:8]=1.[CH3:33][NH:34][CH3:35]>CCO>[CH3:33][N:34]([CH3:35])[CH2:2][CH2:3][C:4]1[NH:5][C:6]([C:10]2[CH:11]=[C:12]([CH:29]=[CH:30][C:31]=2[CH3:32])[C:13]([N:15]2[CH2:20][CH2:19][CH:18]([C:21]3[CH:28]=[CH:27][C:24]([C:25]#[N:26])=[CH:23][CH:22]=3)[CH2:17][CH2:16]2)=[O:14])=[C:7]([CH3:9])[N:8]=1. Procedure details: Into a vessel with condensor, was placed a solution of 4-(1-(3-(2-(2-chloroethyl)-4-methyl-1H-imidazol-5-yl)-4-methylbenzoyl)piperidin-4-yl)benzonitrile (compound 24.1, 26 mg, 0.06 mmol, 1.00 equiv) in EtOH (10 mL). Dimethylamine (1 M in THF, 0.3 mL, 0.3 mmol) was added and the mixture was sealed under a nitrogen balloon. The resulting solution was stirred overnight with a 100° C. oil bath. After cooling to room temperature, the resulting mixture was concentrated under reduced pressure and the c... Starting materials: OC1[C@H](CC=CCCCC(=O)O)[C@H](C(C1)O)SCC(CCCCC)=O (9,11-dihydroxy-15-oxo-13-thia-5-prostenoic acid), CI (methyl iodide), [Mg] (magnesium), C[Mg]I (methyl magnesium iodide). Solvent: C(C)OCC (diethyl ether), C(C)OCC (diethyl ether). Yields the product OC1[C@H](CC=CCCCC(=O)O)[C@H](C(C1)O)SCC(CCCCC)(C)O (9,11,15-trihydroxy-15-methyl-13-thia-5-prostenoic acid). RXN SMILES: [OH:1][CH:2]1[CH2:15][CH:14]([OH:16])[C@H:13]([S:17][CH2:18][C:19](=[O:25])[CH2:20][CH2:21][CH2:22][CH2:23][CH3:24])[C@H:3]1[CH2:4][CH:5]=[CH:6][CH2:7][CH2:8][CH2:9][C:10]([OH:12])=[O:11].[CH3:26][Mg]I.[Mg].CI>C(OCC)C>[OH:1][CH:2]1[CH2:15][CH:14]([OH:16])[C@H:13]([S:17][CH2:18][C:19]([OH:25])([CH3:26])[CH2:20][CH2:21][CH2:22][CH2:23][CH3:24])[C@H:3]1[CH2:4][CH:5]=[CH:6][CH2:7][CH2:8][CH2:9][C:10]([OH:12])=[O:11]. Reported procedure: Add dropwise 0.37 g. 9,11-dihydroxy-15-oxo-13-thia-5-prostenoic acid, dissolved in 10 ml. dry diethyl ether, to a methyl magnesium iodide solution, prepared from 0.024 g. magnesium shavings and 0.14 g. methyl iodide in 15 ml. dry diethyl ether, stir the reaction for one hour, pour into 50 ml. saturated aqueous NH4Cl solution, extract with diethyl ether, dry the organic phase over Na2SO4 and distill off the solvent to obtain, as the residue, 9,11,15-trihydroxy-15-methyl-13-thia-5-prostenoic acid. Reactants: C(=O)(Cl)Cl (phosgene), C(=O)(Cl)Cl (phosgene), O1CCCC1 (tetrahydrofuran), CNC(=S)NC1=CC=CC=C1 (1-methyl-3-phenylthiourea). Solvent: CN(C=O)C (dimethylformamide). Conditions: time 30 minute. Product: Cl.CNC(=NC1=CC=CC=C1)Cl (N-Methyl-N'-phenyl-chloroformamidine hydrochloride). Reaction SMILES: C(Cl)([Cl:3])=O.O1CCCC1.[CH3:10][NH:11][C:12]([NH:14][C:15]1[CH:20]=[CH:19][CH:18]=[CH:17][CH:16]=1)=S>CN(C)C=O>[ClH:3].[CH3:10][NH:11][C:12]([Cl:3])=[N:14][C:15]1[CH:20]=[CH:19][CH:18]=[CH:17][CH:16]=1 |f:4.5|. Procedure details: After passing 6.3 g of phosgene into 40 ml of absolute tetrahydrofuran at room temperature, 8 g of 1-methyl-3-phenylthiourea are added, with stirring, the color of the suspension changing instantaneously to yellow. After adding 0.5 ml of dimethylformamide, the mixture is stirred for 20 hours at room temperature, nitrogen is then passed through the reaction mixture for about 30 minutes, in order to drive off the phosgene, and the crystals are filtered off and washed with tetrahydrofuran. Crystals... The reactants are COC1=C(C=C(C=C1)OC)C(=C(C(=O)OC)N=[N+]=[N-])C1=CC=CC=C1 (methyl 2,5-dimethoxyphenyl-α-azidocinnamate). Solvent: C=1(C(=CC=CC1)C)C (xylene). Yields the product COC1=C2C=C(NC2=C(C=C1)OC)C(=O)OC (methyl 4,7-dimethoxyindole-2-carboxylate). Isolated yield 62.8%. RXN SMILES: [CH3:1][O:2][C:3]1[CH:8]=[CH:7][C:6]([O:9][CH3:10])=[CH:5][C:4]=1[C:11](C1C=CC=CC=1)=[C:12]([N:17]=[N+]=[N-])[C:13]([O:15][CH3:16])=[O:14]>C1(C)C(C)=CC=CC=1>[CH3:1][O:2][C:3]1[CH:8]=[CH:7][C:6]([O:9][CH3:10])=[C:5]2[C:4]=1[CH:11]=[C:12]([C:13]([O:15][CH3:16])=[O:14])[NH:17]2. Reported procedure: A solution of 1.5 g (6.84 mmol) of the above-obtained methyl 2,5-dimethoxyphenyl-α-azidocinnamate in 300 ml of xylene was refluxed for 4 hours. After distilling off xylene, the residue was recrystallized from methanol to provide 1.01 g of the title compound (74.7%). The reactants are [OH-].[Na+] (NaOH), COC(\C=C\C=C(/CCCCC)\C1=CC(=CC=C1)F)=O ((E,E)-5-(3-fluorophenyl)-2,4-decadienoic acid methyl ester). Run in CO (methanol). Reaction conditions: time 45 minute. Product: FC=1C=C(C=CC1)/C(=C/C=C/C(=O)O)/CCCCC ((E,E)-5-(3-fluorophenyl)-2,4-decadienoic acid). Isolated yield 73.2%. As a reaction SMILES: C[O:2][C:3](=[O:20])/[CH:4]=[CH:5]/[CH:6]=[C:7](/[C:13]1[CH:18]=[CH:17][CH:16]=[C:15]([F:19])[CH:14]=1)\[CH2:8][CH2:9][CH2:10][CH2:11][CH3:12].[OH-].[Na+]>CO>[F:19][C:15]1[CH:14]=[C:13](/[C:7](/[CH2:8][CH2:9][CH2:10][CH2:11][CH3:12])=[CH:6]/[CH:5]=[CH:4]/[C:3]([OH:20])=[O:2])[CH:18]=[CH:17][CH:16]=1 |f:1.2|. Reported procedure: As described in Example 99, (E,E)-5-(3-fluorophenyl)-2,4-decadienoic acid methyl ester (5.54 g) was saponified in a refluxing mixture of methanol (30 mL) and 2N NaOH (30 mL). After 45 minutes the reaction was worked up in the usual way and the crude acid crystallized from hexane to yield 3.85 g of (E,E)-5-(3-fluorophenyl)-2,4-decadienoic acid, mp 84°-85.5° C. Reactants: C(C)C=1C=C(C=CC1CC)C[C@H](C(=O)O)NC(=O)N1CCC(CC1)N1C(NC2=C(CC1)C=CC=C2)=O ((R)-3-(3,4-diethyl-phenyl)-2-{[4-(2-oxo-1,2,4,5-tetrahydro-1,3-benzodiazepin-3-yl)-piperidine-1-carbonyl]-amino}-propionic acid), N1=CC=C(C=C1)N1CCNCC1 (1-pyridin-4-yl-piperazine). Product: C(C)C=1C=C(C[C@H](C(N2CCN(CC2)C2=CC=NC=C2)=O)NC(=O)N2CCC(CC2)N2C(NC3=C(CC2)C=CC=C3)=O)C=CC1CC (4-(2-oxo-1,2,4,5-tetrahydro-1,3-benzodiazepin-3-yl)-piperidine-1-carboxylic acid-[(R)-1-(3,4-diethyl-benzyl)-2-oxo-2-(4-pyridin-4-yl-piperazin-1-yl)-ethyl]-amide). RXN SMILES: [CH2:1]([C:3]1[CH:4]=[C:5]([CH2:11][C@@H:12]([NH:16][C:17]([N:19]2[CH2:24][CH2:23][CH:22]([N:25]3[CH2:31][CH2:30][C:29]4[CH:32]=[CH:33][CH:34]=[CH:35][C:28]=4[NH:27][C:26]3=[O:36])[CH2:21][CH2:20]2)=[O:18])[C:13](O)=[O:14])[CH:6]=[CH:7][C:8]=1[CH2:9][CH3:10])[CH3:2].[N:37]1[CH:42]=[CH:41][C:40]([N:43]2[CH2:48][CH2:47][NH:46][CH2:45][CH2:44]2)=[CH:39][CH:38]=1>>[CH2:1]([C:3]1[CH:4]=[C:5]([CH:6]=[CH:7][C:8]=1[CH2:9][CH3:10])[CH2:11][C@@H:12]([NH:16][C:17]([N:19]1[CH2:24][CH2:23][CH:22]([N:25]2[CH2:31][CH2:30][C:29]3[CH:32]=[CH:33][CH:34]=[CH:35][C:28]=3[NH:27][C:26]2=[O:36])[CH2:21][CH2:20]1)=[O:18])[C:13](=[O:14])[N:46]1[CH2:45][CH2:44][N:43]([C:40]2[CH:41]=[CH:42][N:37]=[CH:38][CH:39]=2)[CH2:48][CH2:47]1)[CH3:2]. Procedure details: Prepared analogously to Example 9i) from 400 mg (0.81 mmol) (R)-3-(3,4-diethyl-phenyl)-2-{[4-(2-oxo-1,2,4,5-tetrahydro-1,3-benzodiazepin-3-yl)-piperidine-1-carbonyl]-amino}-propionic acid and 170 mg (1.04 mmol) 1-pyridin-4-yl-piperazine.